This data is from the Open Reaction Database (ORD), a public repository of structured organic reaction records. The task is: describe an organic reaction: reactants, conditions, products, and yield Product: CN(C)C1CN(C2CCN(C(=O)Nc3cc(Oc4ccc(NC(=S)NC(=O)Cc5ccccc5)cc4F)ccn3)CC2)C1. RXN SMILES: [C:32]12([CH2:33][S:34]([OH:35])(=[O:36])=[O:37])[C:38]([CH3:39])([CH3:40])[CH:41]([CH2:42][CH2:43]1)[CH2:44][C:45]2=[O:46].[CH3:64][CH2:65][OH:66].[CH3:67][c:68]1[cH:69][cH:70][cH:71][cH:72][cH:73]1.[CH3:74][CH2:75][CH2:76][CH2:77][CH2:78][CH3:79].[CH3:80][CH2:81][O:82][CH2:83][CH3:84].[CH3:85][CH2:86][O:87][C:88](=[O:89])[CH3:90].[NH2:1][c:2]1[cH:3][c:4]([F:31])[c:5]([O:6][c:7]2[cH:8][c:9]([NH:13][C:14](=[O:15])[N:16]3[CH2:17][CH2:18][CH:19]([N:22]4[CH2:23][CH:24]([N:26]([CH3:27])[CH3:28])[CH2:25]4)[CH2:20][CH2:21]3)[n:10][cH:11][cH:12]2)[cH:29][cH:30]1.[Na+:59].[OH:60][C:61](=[O:62])[O-:63].[c:47]1([CH2:53][C:54](=[O:55])[N:56]=[C:57]=[S:58])[cH:48][cH:49][cH:50][cH:51][cH:52]1>>[NH:1]([c:2]1[cH:3][c:4]([F:31])[c:5]([O:6][c:7]2[cH:8][c:9]([NH:13][C:14](=[O:15])[N:16]3[CH2:17][CH2:18][CH:19]([N:22]4[CH2:23][CH:24]([N:26]([CH3:27])[CH3:28])[CH2:25]4)[CH2:20][CH2:21]3)[n:10][cH:11][cH:12]2)[cH:29][cH:30]1)[C:57]([NH:56][C:54]([CH2:53][c:47]1[cH:48][cH:49][cH:50][cH:51][cH:52]1)=[O:55])=[S:58]. Starting materials: CC1(C)C2CCC1(CS(=O)(=O)O)C(=O)C2, CCO, Cc1ccccc1, CCCCCC, CCOCC, CCOC(C)=O, CN(C)C1CN(C2CCN(C(=O)Nc3cc(Oc4ccc(N)cc4F)ccn3)CC2)C1, [Na+], O=C([O-])O, O=C(Cc1ccccc1)N=C=S.